Dataset: the Open Reaction Database (ORD), a public repository of structured organic reaction records. Task: describe an organic reaction: reactants, conditions, products, and yield Reactants: NC1CCCC(CNC(=O)OCc2ccccc2)C1, CCN=C=NCCCN(C)C, CN(C)C=O, CCN(C(C)C)C(C)C, Cl, Cc1onc(-c2ccncc2F)c1C(=O)O, On1nnc2cccnc21. Product: Cc1onc(-c2ccncc2F)c1C(=O)NC1CCCC(CNC(=O)OCc2ccccc2)C1. Reaction SMILES: [CH2:17]([c:18]1[cH:19][cH:20][cH:21][cH:22][cH:23]1)[O:24][C:25]([NH:26][CH2:27][CH:28]1[CH2:29][CH:30]([NH2:34])[CH2:31][CH2:32][CH2:33]1)=[O:35].[CH3:37][N:38]([CH3:39])[CH2:40][CH2:41][CH2:42][N:43]=[C:44]=[N:45][CH2:46][CH3:47].[CH3:67][N:68]([CH3:69])[CH:70]=[O:71].[CH:58]([N:59]([CH2:60][CH3:61])[CH:62]([CH3:63])[CH3:64])([CH3:65])[CH3:66].[ClH:36].[F:1][c:2]1[cH:3][n:4][cH:5][cH:6][c:7]1-[c:8]1[n:9][o:10][c:11]([CH3:16])[c:12]1[C:13](=[O:14])[OH:15].[OH:48][n:49]1[c:50]2[n:51][cH:52][cH:53][cH:54][c:55]2[n:56][n:57]1>>[F:1][c:2]1[cH:3][n:4][cH:5][cH:6][c:7]1-[c:8]1[n:9][o:10][c:11]([CH3:16])[c:12]1[C:13](=[O:15])[NH:34][CH:30]1[CH2:29][CH:28]([CH2:27][NH:26][C:25]([O:24][CH2:17][c:18]2[cH:19][cH:20][cH:21][cH:22][cH:23]2)=[O:35])[CH2:33][CH2:32][CH2:31]1.